This data is from the Open Reaction Database (ORD), a public repository of structured organic reaction records. The task is: describe an organic reaction: reactants, conditions, products, and yield The reactants are CC(N)c1ccc(Br)cc1, CC(=O)[O-], CC(=O)[O-], CO, COc1ccc(F)cc1B(O)O, O, [Pd+2]. Product: COc1ccc(F)cc1-c1ccc(C(C)N)cc1. RXN SMILES: [Br:13][c:14]1[cH:15][cH:16][c:17]([CH:20]([CH3:21])[NH2:22])[cH:18][cH:19]1.[C:26]([O-:27])(=[O:28])[CH3:29].[C:31]([O-:32])(=[O:33])[CH3:34].[CH3:24][OH:25].[F:1][c:2]1[cH:3][cH:4][c:5]([O:11][CH3:12])[c:6]([B:8]([OH:9])[OH:10])[cH:7]1.[OH2:23].[Pd+2:30]>>[F:1][c:2]1[cH:3][cH:4][c:5]([O:11][CH3:12])[c:6](-[c:14]2[cH:15][cH:16][c:17]([CH:20]([CH3:21])[NH2:22])[cH:18][cH:19]2)[cH:7]1.